Dataset: the Open Reaction Database (ORD), a public repository of structured organic reaction records. Task: describe an organic reaction: reactants, conditions, products, and yield The reactants are IC1=CC=C2NC=C(CCN(C)C)C2=C1 (5-iodo-dimethyltryptamine), [Cu]C#N (copper (I)cyanide), [I-] (iodide). The solvent is CN1C(CCC1)=O (N-methylpyrrolidone). Conditions: temperature 180 celsius. The product is CN(C)CCC1=CNC2=CC=C(C=C12)C#N (N,N-dimethyl 2-(5-cyano-1H-indol-3-yl)ethyl-amine). The yield is 82.4%. As a reaction SMILES: I[C:2]1[CH:15]=[C:14]2[C:5]([NH:6][CH:7]=[C:8]2[CH2:9][CH2:10][N:11]([CH3:13])[CH3:12])=[CH:4][CH:3]=1.[Cu][C:17]#[N:18].[I-]>CN1CCCC1=O>[CH3:12][N:11]([CH2:10][CH2:9][C:8]1[C:14]2[C:5](=[CH:4][CH:3]=[C:2]([C:17]#[N:18])[CH:15]=2)[NH:6][CH:7]=1)[CH3:13]. Reported procedure: A flask with mechanical stirrer is charged with 5-iodo-dimethyltryptamine (179 g of 75% purity, 0.427 mol), copper (I)cyanide (90 g, 1.0 mol), and N-methylpyrrolidone (1.5 l). The pink suspension is heated at 180° C. under a nitrogen atmosphere and vigorously stirred, until the iodide is completely consumed (7 h). After cooling to ambient temperature ammonia (2 l 25% solution in water) is added, and the resulting mixture is stirred over night. The mixture is then extracted with TBME (6*1.5 l), a... The reactants are CCO, CC1(c2cc3cc([N+](=O)[O-])ccc3[nH]2)CC1. Product: CC1(c2cc3cc(N)ccc3[nH]2)CC1. RXN SMILES: [CH3:17][CH2:18][OH:19].[CH3:1][C:2]1([c:5]2[nH:6][c:7]3[cH:8][cH:9][c:10]([N+:14]([O-:15])=[O:16])[cH:11][c:12]3[cH:13]2)[CH2:3][CH2:4]1>>[CH3:1][C:2]1([c:5]2[nH:6][c:7]3[cH:8][cH:9][c:10]([NH2:14])[cH:11][c:12]3[cH:13]2)[CH2:3][CH2:4]1. Reactants: N#Cc1ccc(C(O)C23CCCN2C(=O)N(c2cc(Cl)cc(Cl)c2)C3=O)cc1, ClCCl, O=[Cr](=O)([O-])Cl, c1cc[nH+]cc1. Yields the product N#Cc1ccc(C(=O)C23CCCN2C(=O)N(c2cc(Cl)cc(Cl)c2)C3=O)cc1. RXN SMILES: [C:12](#[N:13])[c:14]1[cH:15][cH:16][c:17]([CH:18]([OH:19])[C:20]23[C:21](=[O:37])[N:22]([c:29]4[cH:30][c:31]([Cl:36])[cH:32][c:33]([Cl:35])[cH:34]4)[C:23](=[O:28])[N:24]2[CH2:25][CH2:26][CH2:27]3)[cH:38][cH:39]1.[Cl:40][CH2:41][Cl:42].[O:1]=[Cr:2]([Cl:3])([O-:4])=[O:5].[nH+:6]1[cH:7][cH:8][cH:9][cH:10][cH:11]1>>[C:12](#[N:13])[c:14]1[cH:15][cH:16][c:17]([C:18](=[O:19])[C:20]23[C:21](=[O:37])[N:22]([c:29]4[cH:30][c:31]([Cl:36])[cH:32][c:33]([Cl:35])[cH:34]4)[C:23](=[O:28])[N:24]2[CH2:25][CH2:26][CH2:27]3)[cH:38][cH:39]1. The reactants are C(C)(=O)C=1C(=NC(=C(C1)C#N)Cl)C (3-acetyl-6-chloro-5-cyano-2-methyl-pyridine), N1CCOCC1 (morpholine). Run in C1(=CC=CC=C1)C (toluene). Reaction conditions: temperature 90 celsius, time 2 hour. The product is C(C)(=O)C=1C(=NC(=C(C1)C#N)N1CCOCC1)C (3-Acetyl-5-cyano-2-methyl-6-morpholino-pyridine). As a reaction SMILES: [C:1]([C:4]1[C:5]([CH3:13])=[N:6][C:7](Cl)=[C:8]([C:10]#[N:11])[CH:9]=1)(=[O:3])[CH3:2].[NH:14]1[CH2:19][CH2:18][O:17][CH2:16][CH2:15]1>C1(C)C=CC=CC=1>[C:1]([C:4]1[C:5]([CH3:13])=[N:6][C:7]([N:14]2[CH2:19][CH2:18][O:17][CH2:16][CH2:15]2)=[C:8]([C:10]#[N:11])[CH:9]=1)(=[O:3])[CH3:2]. Reported procedure: 9.5 g (48.8 mmol) of 3-acetyl-6-chloro-5-cyano-2-methyl-pyridine are dissolved in 180 ml of toluene, 9.5 g (0.109 mol) of morpholine are added, and the mixture is stirred at 90° C. for two hours. To work up, the mixture is evaporated, and the residue is suspended in water, filtered with suction and carefully washed with water. Re-crystallization from methanol/water is used for purification. Starting materials: N1C=NC=C1 (imidazole), ClC=1N=C(C2=C(N1)SC=C2C)NCC2=CC=CC=C2 (2-chloro-5-methyl-4-benzylamino-thieno-[2,3-d]-pyrimidine). Product: N1(C=NC=C1)C=1N=C(C2=C(N1)SC=C2C)NCC2=CC=CC=C2 (2-(imidazol-1-yl)-5-methyl-4-benzylamino-thieno-[2,3-d]-pyrimidine). Reaction SMILES: [NH:1]1[CH:5]=[CH:4][N:3]=[CH:2]1.Cl[C:7]1[N:8]=[C:9]([NH:17][CH2:18][C:19]2[CH:24]=[CH:23][CH:22]=[CH:21][CH:20]=2)[C:10]2[C:15]([CH3:16])=[CH:14][S:13][C:11]=2[N:12]=1>>[N:1]1([C:7]2[N:8]=[C:9]([NH:17][CH2:18][C:19]3[CH:24]=[CH:23][CH:22]=[CH:21][CH:20]=3)[C:10]3[C:15]([CH3:16])=[CH:14][S:13][C:11]=3[N:12]=2)[CH:5]=[CH:4][N:3]=[CH:2]1. Procedure details: Following the procedure of Example 97, the reaction of imidazole with 2-chloro-5-methyl-4-benzylamino-thieno-[2,3-d]-pyrimidine gives 2-(imidazol-1-yl)-5-methyl-4-benzylamino-thieno-[2,3-d]-pyrimidine.